From a dataset of the Open Reaction Database (ORD), a public repository of structured organic reaction records. describe an organic reaction: reactants, conditions, products, and yield Starting materials: NC[C@@H]1[C@H]2C[C@H]2CN1C(=O)C=1N=C(SC1C=1C=C(C=CC1)C)C (((1S,2S,5R)-2-Aminomethyl-3-aza-bicyclo[3.1.0]hex-3-yl)-(2-methyl-5-m-tolyl-thiazol-4-yl)-methanone), COC=1C=C(C(=O)O)C=C(C1)OC (3,5-Dimethoxy-benzoic acid). Yields the product COC=1C=C(C(=O)NC[C@@H]2[C@H]3C[C@H]3CN2C(=O)C=2N=C(SC2C=2C=C(C=CC2)C)C)C=C(C1)OC (3,5-Dimethoxy-N-[(1S,2S,5R)-3-(2-methyl-5-m-tolyl-thiazole-4-carbonyl)-3-aza-bicyclo[3.1.0]hex-2-ylmethyl]-benzamide). As a reaction SMILES: [NH2:1][CH2:2][C@H:3]1[N:8]([C:9]([C:11]2[N:12]=[C:13]([CH3:23])[S:14][C:15]=2[C:16]2[CH:17]=[C:18]([CH3:22])[CH:19]=[CH:20][CH:21]=2)=[O:10])[CH2:7][C@H:6]2[C@@H:4]1[CH2:5]2.[CH3:24][O:25][C:26]1[CH:27]=[C:28]([CH:32]=[C:33]([O:35][CH3:36])[CH:34]=1)[C:29](O)=[O:30]>>[CH3:36][O:35][C:33]1[CH:32]=[C:28]([CH:27]=[C:26]([O:25][CH3:24])[CH:34]=1)[C:29]([NH:1][CH2:2][C@H:3]1[N:8]([C:9]([C:11]2[N:12]=[C:13]([CH3:23])[S:14][C:15]=2[C:16]2[CH:17]=[C:18]([CH3:22])[CH:19]=[CH:20][CH:21]=2)=[O:10])[CH2:7][C@H:6]2[C@@H:4]1[CH2:5]2)=[O:30]. Procedure: prepared by reaction of ((1S,2S,5R)-2-Aminomethyl-3-aza-bicyclo[3.1.0]hex-3-yl)-(2-methyl-5-m-tolyl-thiazol-4-yl)-methanone with 3,5-Dimethoxy-benzoic acid. Reactants: C(C)(=O)N1CC(C2=CC=C(C=C12)NC1=NC=CC(=N1)NC=1C=C2C=CC=NC2=CC1)(C)C (N2-(1-acetyl-3,3-dimethyl-2,3-dihydro-1H-indol-6-yl)-N4-(6-quinolinyl)-2,4-pyrimidinediamine), C(=O)(O)[O-].[Na+] (NaHCO3), crude mixture, CCOC(=O)C (EtOAc). The reagents and catalysts are Cl (HCl). Run in CCO (EtOH). Yields the product CC1(CNC2=CC(=CC=C12)NC1=NC=CC(=N1)NC=1C=C2C=CC=NC2=CC1)C (N2-(3,3-Dimethyl-2,3-dihydro-1H-indol-6-yl)-N4-(6-quinolinyl)-2,4-pyrimidinediamine). Reaction SMILES: C([N:4]1[C:12]2[C:7](=[CH:8][CH:9]=[C:10]([NH:13][C:14]3[N:19]=[C:18]([NH:20][C:21]4[CH:22]=[C:23]5[C:28](=[CH:29][CH:30]=4)[N:27]=[CH:26][CH:25]=[CH:24]5)[CH:17]=[CH:16][N:15]=3)[CH:11]=2)[C:6]([CH3:32])([CH3:31])[CH2:5]1)(=O)C.CCOC(C)=O.C([O-])(O)=O.[Na+]>CCO.Cl>[CH3:31][C:6]1([CH3:32])[C:7]2[C:12](=[CH:11][C:10]([NH:13][C:14]3[N:19]=[C:18]([NH:20][C:21]4[CH:22]=[C:23]5[C:28](=[CH:29][CH:30]=4)[N:27]=[CH:26][CH:25]=[CH:24]5)[CH:17]=[CH:16][N:15]=3)=[CH:9][CH:8]=2)[NH:4][CH2:5]1 |f:2.3|. Reported procedure: A mixture of N2-(1-acetyl-3,3-dimethyl-2,3-dihydro-1H-indol-6-yl)-N4-(6-quinolinyl)-2,4-pyrimidinediamine (Example 111, 150 mg, 0.353 mmol) was dissolved in EtOH (6 mL) and 10 drops conc. HCl were added. The mixture was heated to reflux in a sealed tube for 72 h. The crude mixture was poured into EtOAc (125 mL) and sat NaHCO3 (20 mL). The organics were dried over anhydrous MgSO4 and concentrated under reduced pressure. The crude product was purified via medium pressure liquid chromatography usin... Reactants: CC=1SC(=CC1/C=C/C(=O)O)C ((E)-3-(2,5-dimethylthiophene-3-yl)acrylic acid), S(=O)(Cl)Cl (thionyl chloride). Solvent: C1=CC=CC=C1 (benzene). The product is CC=1SC(=CC1/C=C/C(=O)Cl)C ((E)-3-(2,5-dimethylthiophene-3-yl)acryloyl chloride). Reaction SMILES: [CH3:1][C:2]1[S:3][C:4]([CH3:12])=[CH:5][C:6]=1/[CH:7]=[CH:8]/[C:9](O)=[O:10].S(Cl)([Cl:15])=O>C1C=CC=CC=1>[CH3:1][C:2]1[S:3][C:4]([CH3:12])=[CH:5][C:6]=1/[CH:7]=[CH:8]/[C:9]([Cl:15])=[O:10]. Reported procedure: To a solution of (E)-3-(2,5-dimethylthiophene-3-yl)acrylic acid (328 mg, 1.8 mmol) in benzene (10 ml) was added thionyl chloride (0.5 ml) and the mixture was heated to reflux for 60 min. Volatiles were removed by evaporation to give crude (E)-3-(2,5-dimethylthiophene-3-yl)acryloyl chloride. Free base of the titled compound was prepared from N-(2-pyridyl)-o-phenylenediamine (250 mg, 1.4 mmol) and (E)-3-(2,5-dimethylthiophene-3-yl)acryloyl chloride obtained as above according to the preparation of... The reactants are aqueous solution, CS(=O)(=O)O (methanesulfonic acid), COC=1C=C(C=C(C1OC)OC)C1=CC=C(C(=O)N2CCN(CC2)CCCCN2CCN(CC2)C(C2=CC=C(C=C2)C2=CC(=C(C(=C2)OC)OC)OC)=O)C=C1 (1,4-bis[4-[4-(3,4,5-trimethoxyphenyl)benzoyl]-1-piperazinyl]butane). Solvent: C(C)O (ethanol). The product is CS(=O)(=O)O.CS(=O)(=O)O.COC=1C=C(C=C(C1OC)OC)C1=CC=C(C(=O)N2CCN(CC2)CCCCN2CCN(CC2)C(C2=CC=C(C=C2)C2=CC(=C(C(=C2)OC)OC)OC)=O)C=C1 (1,4-bis[4-[4-(3,4,5-Trimethoxyphenyl)-benzoyl]-1-piperazinyl]butane Dimethanesulfonate). Reaction SMILES: [CH3:1][S:2]([OH:5])(=[O:4])=[O:3].[CH3:6][O:7][C:8]1[CH:9]=[C:10]([C:18]2[CH:61]=[CH:60][C:21]([C:22]([N:24]3[CH2:29][CH2:28][N:27]([CH2:30][CH2:31][CH2:32][CH2:33][N:34]4[CH2:39][CH2:38][N:37]([C:40](=[O:59])[C:41]5[CH:46]=[CH:45][C:44]([C:47]6[CH:52]=[C:51]([O:53][CH3:54])[C:50]([O:55][CH3:56])=[C:49]([O:57][CH3:58])[CH:48]=6)=[CH:43][CH:42]=5)[CH2:36][CH2:35]4)[CH2:26][CH2:25]3)=[O:23])=[CH:20][CH:19]=2)[CH:11]=[C:12]([O:16][CH3:17])[C:13]=1[O:14][CH3:15]>C(O)C>[CH3:1][S:2]([OH:5])(=[O:4])=[O:3].[CH3:1][S:2]([OH:5])(=[O:4])=[O:3].[CH3:54][O:53][C:51]1[CH:52]=[C:47]([C:44]2[CH:43]=[CH:42][C:41]([C:40]([N:37]3[CH2:38][CH2:39][N:34]([CH2:33][CH2:32][CH2:31][CH2:30][N:27]4[CH2:28][CH2:29][N:24]([C:22](=[O:23])[C:21]5[CH:60]=[CH:61][C:18]([C:10]6[CH:9]=[C:8]([O:7][CH3:6])[C:13]([O:14][CH3:15])=[C:12]([O:16][CH3:17])[CH:11]=6)=[CH:19][CH:20]=5)[CH2:25][CH2:26]4)[CH2:35][CH2:36]3)=[O:59])=[CH:46][CH:45]=2)[CH:48]=[C:49]([O:57][CH3:58])[C:50]=1[O:55][CH3:56] |f:3.4.5|. Procedure: A 0.1 M aqueous solution of methanesulfonic acid (3.0 ml; 0.30 mmol) was added to a solution of 1,4-bis[4-[4-(3,4,5-trimethoxyphenyl)benzoyl]-1-piperazinyl]butane (110 mg; 0.14 mmol) in ethanol (15 ml) and the reaction mixture was concentrated under reduced pressure. After a process of adding ethanol (15 ml) to the residue and concentrating the mixture under reduced pressure was performed 3 times, the resultant concentrated residue was recrystallized from methanol-diethyl ether to obtain the tit...